Dataset: the Open Reaction Database (ORD), a public repository of structured organic reaction records. Task: describe an organic reaction: reactants, conditions, products, and yield Reactants: CCCCCCC1CC1(C#N)c1ccc(O)cc1, CCCCCCCCOc1ccc(-c2ccc(CBr)cc2)cc1, CC(C)(C)[O-], Cl, [K+], CN(C)C=O. Product: CCCCCCCCOc1ccc(-c2ccc(COc3ccc(C4(C#N)CC4CCCCCC)cc3)cc2)cc1. Reaction SMILES: [C:1](#[N:2])[C:3]1([c:12]2[cH:13][cH:14][c:15]([OH:18])[cH:16][cH:17]2)[CH:4]([CH2:6][CH2:7][CH2:8][CH2:9][CH2:10][CH3:11])[CH2:5]1.[CH2:25]([CH2:26][CH2:27][CH2:28][CH2:29][CH2:30][CH2:31][CH3:32])[O:33][c:34]1[cH:35][cH:36][c:37](-[c:40]2[cH:41][cH:42][c:43]([CH2:44][Br:45])[cH:46][cH:47]2)[cH:38][cH:39]1.[CH3:19][C:20]([CH3:21])([O-:22])[CH3:23].[ClH:48].[K+:24].[O:49]=[CH:50][N:51]([CH3:52])[CH3:53]>>[C:1](#[N:2])[C:3]1([c:12]2[cH:13][cH:14][c:15]([O:18][CH2:44][c:43]3[cH:42][cH:41][c:40](-[c:37]4[cH:36][cH:35][c:34]([O:33][CH2:25][CH2:26][CH2:27][CH2:28][CH2:29][CH2:30][CH2:31][CH3:32])[cH:39][cH:38]4)[cH:47][cH:46]3)[cH:16][cH:17]2)[CH:4]([CH2:6][CH2:7][CH2:8][CH2:9][CH2:10][CH3:11])[CH2:5]1. The reactants are ClC1=CC(=CC=C1)C(=O)OO (m-Chloroperbenzoic acid), S(=S)(=O)([O-])[O-].[Na+].[Na+] (sodium thiosulfate), CSC1=NN=C(O1)C=1C=CC2=C(N(C=N2)C2=CC=C(C=C2)OC(F)(F)F)C1 (6-[5-(methylthio)-1,3,4-oxadiazol-2-yl]-1-[4-(trifluoromethoxy)phenyl]-1H-benzimidazole), C(C)#N (acetonitrile), ClC1=CC(=CC=C1)C(=O)OO (m-chloroperbenzoic acid). Run in CN(C(C)=O)C (N,N-dimethylacetamide). Reaction conditions: time 3 day. Yields the product CS(=O)(=O)C1=NN=C(O1)C=1C=CC2=C(N(C=N2)C2=CC=C(C=C2)OC(F)(F)F)C1 (6-[5-(methylsulfonyl)-1,3,4-oxadiazol-2-yl]-1-[4-(trifluoromethoxy)phenyl]-1H-benzimidazole). Yield: 61.0%. Reaction SMILES: CS[C:3]1[O:7][C:6]([C:8]2[CH:9]=[CH:10][C:11]3[N:15]=[CH:14][N:13]([C:16]4[CH:21]=[CH:20][C:19]([O:22][C:23]([F:26])([F:25])[F:24])=[CH:18][CH:17]=4)[C:12]=3[CH:27]=2)=[N:5][N:4]=1.[C:28](#N)C.ClC1C=CC=C(C(OO)=O)C=1.[S:42]([O-:46])([O-])(=[O:44])=S.[Na+].[Na+]>CN(C)C(=O)C>[CH3:28][S:42]([C:3]1[O:7][C:6]([C:8]2[CH:9]=[CH:10][C:11]3[N:15]=[CH:14][N:13]([C:16]4[CH:17]=[CH:18][C:19]([O:22][C:23]([F:25])([F:26])[F:24])=[CH:20][CH:21]=4)[C:12]=3[CH:27]=2)=[N:5][N:4]=1)(=[O:46])=[O:44] |f:3.4.5|. Reported procedure: To a mixture of 6-[5-(methylthio)-1,3,4-oxadiazol-2-yl]-1-[4-(trifluoromethoxy)phenyl]-1H-benzimidazole (898 mg, 2.29 mmol), acetonitrile (10 mL) and N,N-dimethylacetamide (20 mL) was added m-chloroperbenzoic acid (1.21 g, 5.03 mmol) at room temperature, and the resulting mixture was stirred for 3 days. m-Chloroperbenzoic acid (605 mg, 2.52 mmol) was added to this mixture, and the mixture was further stirred at room temperature for 1 day. A saturated aqueous sodium thiosulfate solution was added... Starting materials: O=C([O-])[O-], CCOC(=O)C1(N(C)c2c(F)c(F)nc(Oc3cc(C#N)ccc3OCc3ccccc3)c2F)CCCC1, CN1CCN=C1c1cccc(O)c1, CS(C)=O, CCOC(C)=O, [Cs+], [Cs+], O. The product is CCOC(=O)C1(N(C)c2c(F)c(Oc3cccc(C4=NCCN4C)c3)nc(Oc3cc(C#N)ccc3OCc3ccccc3)c2F)CCCC1. Reaction SMILES: [C:52](=[O:53])([O-:54])[O-:55].[CH2:1]([c:2]1[cH:3][cH:4][cH:5][cH:6][cH:7]1)[O:8][c:9]1[c:10]([O:17][c:18]2[n:19][c:20]([F:38])[c:21]([F:37])[c:22]([N:25]([C:26]3([C:31](=[O:32])[O:33][CH2:34][CH3:35])[CH2:27][CH2:28][CH2:29][CH2:30]3)[CH3:36])[c:23]2[F:24])[cH:11][c:12]([C:13]#[N:14])[cH:15][cH:16]1.[CH3:39][N:40]1[C:41]([c:45]2[cH:46][c:47]([OH:51])[cH:48][cH:49][cH:50]2)=[N:42][CH2:43][CH2:44]1.[CH3:59][S:60]([CH3:61])=[O:62].[CH3:63][CH2:64][O:65][C:66](=[O:67])[CH3:68].[Cs+:56].[Cs+:57].[OH2:58]>>[CH2:1]([c:2]1[cH:3][cH:4][cH:5][cH:6][cH:7]1)[O:8][c:9]1[c:10]([O:17][c:18]2[n:19][c:20]([O:51][c:47]3[cH:46][c:45]([C:41]4=[N:42][CH2:43][CH2:44][N:40]4[CH3:39])[cH:50][cH:49][cH:48]3)[c:21]([F:37])[c:22]([N:25]([C:26]3([C:31](=[O:32])[O:33][CH2:34][CH3:35])[CH2:27][CH2:28][CH2:29][CH2:30]3)[CH3:36])[c:23]2[F:24])[cH:11][c:12]([C:13]#[N:14])[cH:15][cH:16]1. The reactants are C(N)(=O)CC(C(=O)N1[C@H](C(=O)O)CCC1)CSC(C)=O (1-[2-Carbamoylmethyl-3-acetylthiopropanoyl]-L-proline). Run in O (water), N (ammonia). Run at time 15 minute. Yields the product C(N)(=O)CC(C(=O)N1[C@H](C(=O)O)CCC1)CS (1-[2-carbamoylmethyl-3-mercaptopropanoyl]-L-proline). As a reaction SMILES: [C:1]([CH2:4][CH:5]([CH2:16][S:17]C(=O)C)[C:6]([N:8]1[CH2:15][CH2:14][CH2:13][C@H:9]1[C:10]([OH:12])=[O:11])=[O:7])(=[O:3])[NH2:2]>O.N>[C:1]([CH2:4][CH:5]([CH2:16][SH:17])[C:6]([N:8]1[CH2:15][CH2:14][CH2:13][C@H:9]1[C:10]([OH:12])=[O:11])=[O:7])(=[O:3])[NH2:2]. Procedure: 1-[2-Carbamoylmethyl-3-acetylthiopropanoyl]-L-proline (1.2 g.) is dissolved in a mixture of water (20 ml.) and concentrated ammonia (20 ml.). After 15 minutes the reaction mixture is processed as described in "A" above to obtain 1-[2-carbamoylmethyl-3-mercaptopropanoyl]-L-proline. Reactants: ClC1=C(C(OC)C=2OC=CC2)C=CC=C1 ((±) 2-(2-chloro-α-methoxybenzyl)furan), OC(C1=C(C=CC=C1)OC)C=1OC=CC1 ((±) 2(α-hydroxy-2-methoxybenzyl)furan). Product: COC(C1=C(C=CC=C1)OC)C=1OC=CC1 ((±) 2-(α,2-Dimethoxybenzyl)furan). As a reaction SMILES: Cl[C:2]1[CH:15]=[CH:14][CH:13]=[CH:12][C:3]=1[CH:4]([C:7]1[O:8][CH:9]=[CH:10][CH:11]=1)[O:5][CH3:6].[OH:16][CH:17](C1OC=CC=1)C1C=CC=CC=1OC>>[CH3:6][O:5][CH:4]([C:7]1[O:8][CH:9]=[CH:10][CH:11]=1)[C:3]1[CH:12]=[CH:13][CH:14]=[CH:15][C:2]=1[O:16][CH3:17]. Procedure: (±) 2-(α,2-Dimethoxybenzyl)furan (b.p. 112°-115° C./0.1 mm.Hg) was prepared in a manner similar to that described in Example 3(k) for the preparation of (±) 2-(2-chloro-α-methoxybenzyl)furan but replacing the (±) 2-(2-chloro-α-hydroxybenzyl)furan by (±) 2(α-hydroxy-2-methoxybenzyl)furan. The reactants are C1=CC(=CC=C1N)N (p-phenylenediamine), C1(=CC=C(N)C=C1)C1=CC=C(N)C=C1 (benzidine). Yields the product 12, NC1=CC=C(C=C1)N(C1=CC=C(C2=CC=C(N(C3=CC=C(C=C3)N)C3=CC=C(C=C3)N)C=C2)C=C1)C1=CC=C(C=C1)N (tetrakis (p-aminophenyl)benzidine). As a reaction SMILES: [CH:1]1[C:6]([NH2:7])=[CH:5][CH:4]=[C:3]([NH2:8])[CH:2]=1.[C:9]1([C:16]2[CH:22]=[CH:21][C:19]([NH2:20])=[CH:18][CH:17]=2)[CH:15]=[CH:14][C:12](N)=[CH:11][CH:10]=1>>[NH2:7][C:6]1[CH:5]=[CH:4][C:3]([N:8]([C:3]2[CH:4]=[CH:5][C:6]([NH2:7])=[CH:1][CH:2]=2)[C:12]2[CH:11]=[CH:10][C:9]([C:16]3[CH:22]=[CH:21][C:19]([N:20]([C:16]4[CH:22]=[CH:21][C:19]([NH2:20])=[CH:18][CH:17]=4)[C:9]4[CH:15]=[CH:14][C:12]([NH2:8])=[CH:11][CH:10]=4)=[CH:18][CH:17]=3)=[CH:15][CH:14]=2)=[CH:2][CH:1]=1. Procedure details: The same reaction as in Synthesis example 1 was carried out except for changing p-phenylenediamine used in Synthesis example 1 to benzidine to obtain 12 parts of orange tetrakis (p-aminophenyl)benzidine.